From a dataset of the Open Reaction Database (ORD), a public repository of structured organic reaction records. describe an organic reaction: reactants, conditions, products, and yield The reactants are CN1CCN(c2ccc(Nc3ncc4ccc(Br)n4n3)cc2)CC1, OCCO, CC(C)(C)[O-], CN(C)C=O, [Cu]I, [Na+], Sc1ccccc1. Yields the product CN1CCN(c2ccc(Nc3ncc4ccc(Sc5ccccc5)n4n3)cc2)CC1. As a reaction SMILES: [Br:1][c:2]1[cH:3][cH:4][c:5]2[cH:6][n:7][c:8]([NH:11][c:12]3[cH:13][cH:14][c:15]([N:18]4[CH2:19][CH2:20][N:21]([CH3:24])[CH2:22][CH2:23]4)[cH:16][cH:17]3)[n:9][n:10]12.[CH2:31]([OH:32])[CH2:33][OH:34].[CH3:25][C:26]([CH3:27])([O-:28])[CH3:29].[CH3:35][N:36]([CH3:37])[CH:38]=[O:39].[Cu:47][I:48].[Na+:30].[SH:40][c:41]1[cH:42][cH:43][cH:44][cH:45][cH:46]1>>[c:2]1([S:40][c:41]2[cH:42][cH:43][cH:44][cH:45][cH:46]2)[cH:3][cH:4][c:5]2[cH:6][n:7][c:8]([NH:11][c:12]3[cH:13][cH:14][c:15]([N:18]4[CH2:19][CH2:20][N:21]([CH3:24])[CH2:22][CH2:23]4)[cH:16][cH:17]3)[n:9][n:10]12. Starting materials: COC(=O)CC(=O)OC, CS(=O)(=O)O, CN(C)C=O, [H-], [Na+], CS(=O)(=O)OCC1CCC2CN(c3noc4ccccc34)CCN2C1. Product: COC(=O)C(CC1CCC2CN(c3noc4ccccc34)CCN2C1)C(=O)OC. Reaction SMILES: [C:1]([CH2:2][C:3](=[O:4])[O:5][CH3:6])(=[O:7])[O:8][CH3:9].[CH3:12][S:13]([OH:14])(=[O:15])=[O:16].[CH3:42][N:43]([CH3:44])[CH:45]=[O:46].[H-:10].[Na+:11].[o:17]1[n:18][c:19]([N:26]2[CH2:27][CH:28]3[N:29]([CH2:30][CH2:31]2)[CH2:32][CH:33]([CH2:36][O:37][S:38]([CH3:39])(=[O:40])=[O:41])[CH2:34][CH2:35]3)[c:20]2[c:21]1[cH:22][cH:23][cH:24][cH:25]2>>[C:1]([CH:2]([C:3](=[O:4])[O:5][CH3:6])[CH2:36][CH:33]1[CH2:32][N:29]2[CH:28]([CH2:27][N:26]([c:19]3[n:18][o:17][c:21]4[c:20]3[cH:25][cH:24][cH:23][cH:22]4)[CH2:31][CH2:30]2)[CH2:35][CH2:34]1)(=[O:7])[O:8][CH3:9]. The reactants are O=C1Cc2ccc(Br)cc2N1, C1COCCO1, CC1(C)OB(c2ccc3cc(NC(=O)c4ccsc4)ccc3c2)OC1(C)C, [K+], [K+], O=C([O-])[O-], O, [Pd]. Yields the product O=C1Cc2ccc(-c3ccc4cc(NC(=O)c5ccsc5)ccc4c3)cc2N1. As a reaction SMILES: [Br:1][c:2]1[cH:3][cH:4][c:5]2[c:9]([cH:10]1)[NH:8][C:7](=[O:11])[CH2:6]2.[CH2:45]1[O:46][CH2:47][CH2:48][O:49][CH2:50]1.[CH3:12][C:13]1([CH3:14])[C:15]([CH3:16])([CH3:17])[O:18][B:19]([c:20]2[cH:21][c:22]3[cH:23][cH:24][c:25]([NH:30][C:31](=[O:32])[c:33]4[cH:34][s:35][cH:36][cH:37]4)[cH:26][c:27]3[cH:28][cH:29]2)[O:38]1.[K+:39].[K+:40].[O-:41][C:42]([O-:43])=[O:44].[OH2:52].[Pd:51]>>[c:2]1(-[c:20]2[cH:21][c:22]3[cH:23][cH:24][c:25]([NH:30][C:31](=[O:32])[c:33]4[cH:34][s:35][cH:36][cH:37]4)[cH:26][c:27]3[cH:28][cH:29]2)[cH:3][cH:4][c:5]2[c:9]([cH:10]1)[NH:8][C:7](=[O:11])[CH2:6]2. The reactants are C(#N)C1=NC(=CC(=C1)OC)OC1=C(C=CC=C1C(F)(F)F)Cl (2-cyano-4-methoxy-6-[2-chloro-6-(trifluoromethyl) phenoxy] pyridine), O (water), C(C)(=O)O (acetic acid). Solvent: Cl (hydrochloric acid), C(Cl)(Cl)Cl.O (chloroform water). Reaction conditions: temperature 100 celsius, time 4 hour. Product: COC1=CC(=NC(=C1)OC1=C(C=CC=C1C(F)(F)F)Cl)C(=O)O (4-methoxy-6-[2-chloro-6-(trifluoromethyl) phenoxy] picolinic acid). Reaction SMILES: C(C1[CH:8]=[C:7]([O:9][CH3:10])[CH:6]=[C:5]([O:11][C:12]2[C:17]([C:18]([F:21])([F:20])[F:19])=[CH:16][CH:15]=[CH:14][C:13]=2[Cl:22])[N:4]=1)#N.O.[C:24]([OH:27])(=[O:26])[CH3:25]>Cl.C(Cl)(Cl)Cl.O>[CH3:10][O:9][C:7]1[CH:6]=[C:5]([O:11][C:12]2[C:17]([C:18]([F:21])([F:20])[F:19])=[CH:16][CH:15]=[CH:14][C:13]=2[Cl:22])[N:4]=[C:25]([C:24]([OH:27])=[O:26])[CH:8]=1 |f:4.5|. Procedure: 2-cyano-4-methoxy-6-[2-chloro-6-(trifluoromethyl) phenoxy] pyridine (2.88 g, 0.0088 mol) was suspended in about 20 ml of concentrated hydrochloric acid and about 10 ml of acetic acid. The obtained suspension was stirred at about 100° C. for about 4 hours. After being allowed to stand for cooling, the obtained reaction solution was mixed with water, and then distributed in chloroform-water. The obtained solution was washed with saturated brine, dried with anhydrous sodium sulfate and then concent... The reactants are C(C)OC1CCC(CC1)C1=CC(=C(C=C1)C1(CCC(CC1)C1CCC2(OCCO2)CC1)O)F (1-(4-(4-ethoxycyclohexyl)-2-fluorophenyl)-4-(1,4-dioxaspiro[4,5]decan-8-yl)cyclohexanol), C1(=CC=C(C=C1)S(=O)(=O)O)C (p-toluenesulfonic acid), C1(=CC=CC=C1)C (toluene). Run in O (water). Run at temperature 30 celsius. The product is C(C)OC1CCC(CC1)C1=CC(=C(C=C1)C1=CCC(CC1)C1CCC2(OCCO2)CC1)F (8-(4-(4-(4-ethoxycyclohexyl)-2-fluorophenyl)cyclohex-3-enyl)-1,4-dioxaspiro[4,5]decane). Isolated yield 56.2%. RXN SMILES: [CH2:1]([O:3][CH:4]1[CH2:9][CH2:8][CH:7]([C:10]2[CH:15]=[CH:14][C:13]([C:16]3(O)[CH2:21][CH2:20][CH:19]([CH:22]4[CH2:31][CH2:30][C:25]5([O:29][CH2:28][CH2:27][O:26]5)[CH2:24][CH2:23]4)[CH2:18][CH2:17]3)=[C:12]([F:33])[CH:11]=2)[CH2:6][CH2:5]1)[CH3:2].C1(C)C=CC(S(O)(=O)=O)=CC=1.C1(C)C=CC=CC=1>O>[CH2:1]([O:3][CH:4]1[CH2:5][CH2:6][CH:7]([C:10]2[CH:15]=[CH:14][C:13]([C:16]3[CH2:21][CH2:20][CH:19]([CH:22]4[CH2:23][CH2:24][C:25]5([O:26][CH2:27][CH2:28][O:29]5)[CH2:30][CH2:31]4)[CH2:18][CH:17]=3)=[C:12]([F:33])[CH:11]=2)[CH2:8][CH2:9]1)[CH3:2]. Reported procedure: The compound (23) (72.9 g), p-toluenesulfonic acid (2.19 g) and toluene (350 ml) were mixed, and the mixture was heated under reflux for 1.5 hours while water being distilled was removed. The reaction mixture was cooled to 30° C., and then water (700 ml) and toluene (900 ml) were added and mixed to it. The mixture was then allowed to stand until it had separated into two phases, the organic and aqueous phases, and an extractive operation to an organic phase was carried out. The organic phase was... The reactants are C(C)(=O)N1CCC(CC1)C(C1=C(C=C(C=C1)Cl)Cl)=O (1-acetyl-4-(2,4-dichlorobenzoyl)piperidine), Cl.C1(=CC=CC=C1)NN (phenylhydrazine hydrochloride), C(C)(=O)[O-].[Na+] (sodium acetate). The solvent is C(C)(C)O (isopropanol). Reaction conditions: time 16 hour. Yields the product C1(=CC=CC=C1)NN=C(C1=C(C=C(C=C1)Cl)Cl)C1CCN(CC1)C(C)=O (1-Acetyl-4-(2,4-dichlorobenzoyl)piperidine phenylhydrazone). Yield: 49.6%. Reaction SMILES: [C:1]([N:4]1[CH2:9][CH2:8][CH:7]([C:10](=O)[C:11]2[CH:16]=[CH:15][C:14]([Cl:17])=[CH:13][C:12]=2[Cl:18])[CH2:6][CH2:5]1)(=[O:3])[CH3:2].Cl.[C:21]1([NH:27][NH2:28])[CH:26]=[CH:25][CH:24]=[CH:23][CH:22]=1.C([O-])(=O)C.[Na+]>C(O)(C)C>[C:21]1([NH:27][N:28]=[C:10]([CH:7]2[CH2:8][CH2:9][N:4]([C:1](=[O:3])[CH3:2])[CH2:5][CH2:6]2)[C:11]2[CH:16]=[CH:15][C:14]([Cl:17])=[CH:13][C:12]=2[Cl:18])[CH:26]=[CH:25][CH:24]=[CH:23][CH:22]=1 |f:1.2,3.4|. Procedure details: A stirred mixture of 1-acetyl-4-(2,4-dichlorobenzoyl)piperidine (33.0 g., 0.11 mol.), phenylhydrazine hydrochloride (34.2 g) and anhydrous sodium acetate in isopropanol was refluxed for 2 hours. The reaction was stirred overnight (about 16 hours) at ambient temperature. The reaction was filtered and the filter cake was washed with ether and then dispersed into water. The water insoluble solid was collected and dried to yield 21.3 g of the product, mp 209°-211° C. Concentration of the filtrate af... Starting materials: C(C)OC(=O)C1=C(N(C(=C1)C1=CC=C(C=C1)F)C1=C(C=CC=C1)C(F)(F)F)C (5-(4-fluorophenyl)-2-methyl-1-(2-trifluoromethylphenyl)-1H-pyrrole-3-carboxylic acid ethyl ester), FC1=CC=C(N)C=C1 (4-fluoroaniline), FC(C1=C(N)C=CC=C1)(F)F (2-trifluoromethyl-aniline), C(C)OC(C(CC(=O)C1=CC=C(C=C1)F)C(C)=O)=O (2-acetyl-4-(4-fluorophenyl)-4-oxobutyric acid ethyl ester), CS(=O)(=O)C1=CC=C(C=C1)NC(=O)C1=C(N(C(=C1)C1=CC=C(C=C1)F)C1=CC=C(C=C1)F)C (1,5-bis-(4-fluorophenyl)-2-methyl-1H-pyrrole-3-carboxylic acid (4-methanesulfonyl-phenyl) amide), amines, CS(=O)(=O)C1=CC=C(N)C=C1 (4-methanesulfonyl-aniline). The product is CS(=O)(=O)C1=CC=C(C=C1)NC(=O)C1=C(N(C(=C1)C1=CC=C(C=C1)F)C1=C(C=CC=C1)C(F)(F)F)C (5-(4-FLUOROPHENYL)-2-METHYL-1-(2-TRIFLUOROMETHYLPHENYL)-1H-PYRROLE-3-CARBOXYLIC ACID (4-METHANESULFONYL-PHENYL) AMIDE). RXN SMILES: C(O[C:4]([C:6]1[CH:10]=[C:9]([C:11]2[CH:16]=[CH:15][C:14]([F:17])=[CH:13][CH:12]=2)[N:8]([C:18]2[CH:23]=[CH:22][CH:21]=[CH:20][C:19]=2[C:24]([F:27])([F:26])[F:25])[C:7]=1[CH3:28])=[O:5])C.FC(F)(F)C1C=CC=CC=1N.C(OC(=O)C(C(=O)C)CC(C1C=CC(F)=CC=1)=O)C.FC1C=CC(N)=CC=1.[CH3:67][S:68]([C:71]1[CH:76]=[CH:75][C:74]([NH:77]C(C2C=C(C3C=CC(F)=CC=3)N(C3C=CC(F)=CC=3)C=2C)=O)=[CH:73][CH:72]=1)(=[O:70])=[O:69].CS(C1C=CC(N)=CC=1)(=O)=O>>[CH3:67][S:68]([C:71]1[CH:76]=[CH:75][C:74]([NH:77][C:4]([C:6]2[CH:10]=[C:9]([C:11]3[CH:16]=[CH:15][C:14]([F:17])=[CH:13][CH:12]=3)[N:8]([C:18]3[CH:23]=[CH:22][CH:21]=[CH:20][C:19]=3[C:24]([F:27])([F:25])[F:26])[C:7]=2[CH3:28])=[O:5])=[CH:73][CH:72]=1)(=[O:69])=[O:70]. Procedure details: In a manner similar to that described for Examples 16C-D, the title compound was prepared from 5-(4-fluorophenyl)-2-methyl-1-(2-trifluoromethylphenyl)-1H-pyrrole-3-carboxylic acid ethyl ester, which was synthesized from 2-trifluoromethyl-aniline and 2-acetyl-4-(4-fluorophenyl)-4-oxobutyric acid ethyl ester using the procedures described in WO 03/027069. 1H-NMR (CDCl3): δ 7.92-7.84 (5H, m), 7.77-7.69 (2H, m), 7.63-7.60 (1H, m), 7.42 (1H, d), 7.07-7.03 (2H, m), 6.88-6.84 (2H, m), 6.60 (1H, s), 3.0...